Task: describe an organic reaction: reactants, conditions, products, and yield. Dataset: the Open Reaction Database (ORD), a public repository of structured organic reaction records The reactants are ClCCl, NCc1ccc(Oc2ccc3c(c2)COB3O)cc1, O, O=C=Nc1ccccc1. Yields the product O=C(NCc1ccc(Oc2ccc3c(c2)COB3O)cc1)Nc1ccccc1. RXN SMILES: [Cl:30][CH2:31][Cl:32].[NH2:1][CH2:2][c:3]1[cH:4][cH:5][c:6]([O:7][c:8]2[cH:9][c:10]3[c:11]([cH:16][cH:17]2)[B:12]([OH:15])[O:13][CH2:14]3)[cH:18][cH:19]1.[OH2:29].[c:20]1([N:26]=[C:27]=[O:28])[cH:21][cH:22][cH:23][cH:24][cH:25]1>>[NH:1]([CH2:2][c:3]1[cH:4][cH:5][c:6]([O:7][c:8]2[cH:9][c:10]3[c:11]([cH:16][cH:17]2)[B:12]([OH:15])[O:13][CH2:14]3)[cH:18][cH:19]1)[C:27]([NH:26][c:20]1[cH:21][cH:22][cH:23][cH:24][cH:25]1)=[O:28]. Reactants: N#CC1CC(F)CN1C(=O)CN(C(=O)OCc1ccccc1)C12CCC(C(=O)On3nnc4ccccc43)(CC1)CC2, NC12CCC(O)(CC1)CC2. Product: N#CC1CC(F)CN1C(=O)CN(C(=O)OCc1ccccc1)C12CCC(C(=O)NC34CCC(O)(CC3)CC4)(CC1)CC2. As a reaction SMILES: [CH2:1]([c:2]1[cH:3][cH:4][cH:5][cH:6][cH:7]1)[O:8][C:9](=[O:10])[N:11]([C:12]12[CH2:13][CH2:14][C:15]([C:20]([O:22][n:21]3[c:23]4[cH:24][cH:25][cH:26][cH:27][c:28]4[n:29][n:30]3)=[O:31])([CH2:16][CH2:17]1)[CH2:18][CH2:19]2)[CH2:32][C:33](=[O:34])[N:35]1[CH:36]([C:41]#[N:42])[CH2:37][CH:38]([F:40])[CH2:39]1.[NH2:43][C:44]12[CH2:45][CH2:46][C:47]([OH:52])([CH2:48][CH2:49]1)[CH2:50][CH2:51]2>>[CH2:1]([c:2]1[cH:3][cH:4][cH:5][cH:6][cH:7]1)[O:8][C:9](=[O:10])[N:11]([C:12]12[CH2:13][CH2:14][C:15]([C:20](=[O:22])[NH:43][C:44]34[CH2:45][CH2:46][C:47]([OH:52])([CH2:48][CH2:49]3)[CH2:50][CH2:51]4)([CH2:16][CH2:17]1)[CH2:18][CH2:19]2)[CH2:32][C:33](=[O:34])[N:35]1[CH:36]([C:41]#[N:42])[CH2:37][CH:38]([F:40])[CH2:39]1. Reactants: C(C1=CC=CC=C1)N=[N+]=[N-] (Benzyl azide), CC(C#C)(C)C (3,3-dimethyl-1-butyne). The reagents and catalysts are C[C-]1C(=C(C(=C1C)C)C)C.C1=CC=C(C=C1)P(C2=CC=CC=C2)C3=CC=CC=C3.C1=CC=C(C=C1)P(C2=CC=CC=C2)C3=CC=CC=C3.Cl[Ru+] (Cp*RuCl(PPh3)2). The solvent is C1=CC=CC=C1 (benzene). The product is C(C1=CC=CC=C1)N1N=NC=C1C(C)(C)C (1-benzyl-5-(tert-butyl)-1H-1,2,3-triazole). Reaction SMILES: [CH2:1]([N:8]=[N+:9]=[N-:10])[C:2]1[CH:7]=[CH:6][CH:5]=[CH:4][CH:3]=1.[CH3:11][C:12]([CH3:16])([CH3:15])[C:13]#[CH:14]>C[C-]1C(C)=C(C)C(C)=C1C.C1C=CC(P(C2C=CC=CC=2)C2C=CC=CC=2)=CC=1.C1C=CC(P(C2C=CC=CC=2)C2C=CC=CC=2)=CC=1.Cl[Ru+].C1C=CC=CC=1>[CH2:1]([N:8]1[C:13]([C:12]([CH3:16])([CH3:15])[CH3:11])=[CH:14][N:10]=[N:9]1)[C:2]1[CH:7]=[CH:6][CH:5]=[CH:4][CH:3]=1 |f:2.3.4.5|. Procedure details: Benzyl azide (0.400 g, 3.00 mmol), 3,3-dimethyl-1-butyne (0.556 ml, 4.51 mmol), Cp*RuCl(PPh3)2 (50 mg, 0.063 mmol). Solvent, benzene; reaction temperature, 80° C.; reaction time, 4 hours; yield, 0.54 g (83%). EI-MS: m/z 216 [M+1]. Reactants: BrC=1C(=C(C(=O)OC)C=C(C1)F)C (Methyl 3-bromo-5-fluoro-2-methylbenzoate), C1CC(=O)N(C1=O)Br (NBS), C(C1=CC=CC=C1)(=O)OOC(C1=CC=CC=C1)=O (benzoyl peroxide). Solvent: C(Cl)(Cl)(Cl)Cl (CCl4). Conditions: temperature 0 celsius. Yields the product BrC=1C(=C(C(=O)OC)C=C(C1)F)CBr (Methyl 3-bromo-2-(bromomethyl)-5-fluorobenzoate). Reaction SMILES: [Br:1][C:2]1[C:3]([CH3:13])=[C:4]([CH:9]=[C:10]([F:12])[CH:11]=1)[C:5]([O:7][CH3:8])=[O:6].C1C(=O)N([Br:21])C(=O)C1.C(OOC(=O)C1C=CC=CC=1)(=O)C1C=CC=CC=1>C(Cl)(Cl)(Cl)Cl>[Br:1][C:2]1[C:3]([CH2:13][Br:21])=[C:4]([CH:9]=[C:10]([F:12])[CH:11]=1)[C:5]([O:7][CH3:8])=[O:6]. Procedure: A suspension of (E4), NBS (1.2 eq.) and benzoyl peroxide (0.1 eq.) in CCl4 (0.28 M) was heated to reflux for 4.5 h. Afterwards, the reaction mixture was cooled down to 0° C. and the solid filtered off. The solid was washed with Et2O and the filtrate was washed sequentially with 1 M Na2S2O3, brine and dried (Na2SO4). Evaporation of the solvent under reduced pressure afforded the title compound that was used without further purification in the next step. 1H NMR (400 MHz, CDCl3, 300 K) δ 7.63 (1H, ... As a reaction SMILES: [C:1]([NH:5][C:6](=[O:17])[NH:7][CH2:8][C:9]1[CH:14]=[CH:13][C:12]([CH2:15][NH2:16])=[CH:11][CH:10]=1)([CH3:4])([CH3:3])[CH3:2].C(=O)([O-])[O-].[K+].[K+].I[CH2:25][CH2:26][CH2:27][CH2:28][CH2:29][CH2:30][CH3:31]>CN(C)C=O>[C:1]([NH:5][C:6](=[O:17])[NH:7][CH2:8][C:9]1[CH:10]=[CH:11][C:12]([CH2:15][NH:16][CH2:25][CH2:26][CH2:27][CH2:28][CH2:29][CH2:30][CH3:31])=[CH:13][CH:14]=1)([CH3:4])([CH3:2])[CH3:3] |f:1.2.3|. The product is C(C)(C)(C)NC(NCC1=CC=C(C=C1)CNCCCCCCC)=O (4-(3-t-butylureidomethyl)-1-(N-heptylaminomethyl)benzene). Procedure details: A mixture of 0.97 g 4-(3-t-butylureidomethyl)-1-aminomethylbenzene obtained in Example 8, 0.57 g anhydrous potassium carbonate and 20 ml dimethylformamide was stirred at room temperature for 30 minutes, 0.93 g 1-iodoheptane was added, and stirring was continued at room temperature for an additional three hours. After distilling off the solvent under reduced pressure, the residue was extracted with chloroform, and the extract was washed with water. The chloroform was distilled off under reduced p... Solvent: CN(C=O)C (dimethylformamide). Starting materials: C(C)(C)(C)NC(NCC1=CC=C(C=C1)CN)=O (4-(3-t-butylureidomethyl)-1-aminomethylbenzene), C([O-])([O-])=O.[K+].[K+] (potassium carbonate), ICCCCCCC (1-iodoheptane). The yield is 47.4%. Reaction conditions: time 30 minute. The reactants are IC1=CC=NC(=C1C(=O)O)OC (4-iodo-2-methoxynicotinic acid), Cl.C1(=CC=CC=C1)NN (phenylhydrazine hydrochloride), CCN(C(C)C)C(C)C (DIEA), CCN=C=NCCCN(C)C.Cl (EDCI hydrochloride), C=1C=CC2=C(C1)N=NN2O (HOBt). The solvent is CN(C)C=O (DMF), O (water). Product: IC1=CC=NC(=C1C(=O)NNC1=CC=CC=C1)OC (4-iodo-2-methoxy-N′-phenylnicotinohydrazide). Isolated yield 53.4%. RXN SMILES: [I:1][C:2]1[C:7]([C:8]([OH:10])=O)=[C:6]([O:11][CH3:12])[N:5]=[CH:4][CH:3]=1.Cl.[C:14]1([NH:20][NH2:21])[CH:19]=[CH:18][CH:17]=[CH:16][CH:15]=1.CCN(C(C)C)C(C)C.CCN=C=NCCCN(C)C.Cl.C1C=CC2N(O)N=NC=2C=1>CN(C=O)C.O>[I:1][C:2]1[C:7]([C:8]([NH:21][NH:20][C:14]2[CH:19]=[CH:18][CH:17]=[CH:16][CH:15]=2)=[O:10])=[C:6]([O:11][CH3:12])[N:5]=[CH:4][CH:3]=1 |f:1.2,4.5|. Procedure details: A solution of 4-iodo-2-methoxynicotinic acid (1.5 g) obtained in Step C of Example 6, phenylhydrazine hydrochloride (0.933 g), DIEA (3.0 mL), EDCI hydrochloride (1.24 g) and HOBt (0.872 g) in DMF (100 mL) was stirred overnight at room temperature. To the reaction mixture was added water, and the mixture was extracted with ethyl acetate. The organic layer was washed successively with water and saturated brine, dried over anhydrous sodium sulfate, and concentrated under reduced pressure. The resid...